Task: describe an organic reaction: reactants, conditions, products, and yield. Dataset: the Open Reaction Database (ORD), a public repository of structured organic reaction records Reactants: C(=O)(OC(C)(C)C)N1CCNCC1 (N-Boc-Piperazine), FC1=C(C#N)C=CC(=C1F)F (2,3,4-trifluorobenzonitrile). Run in CC(=O)N(C)C (DMA), CC(=O)N(C)C (DMA). Conditions: temperature 80 celsius, time 2 hour. Yields the product C(C)(C)(C)OC(=O)N1CCN(CC1)C1=C(C(=C(C=C1)C#N)F)F (4-(4-Cyano-2,3-difluoro-phenyl)-piperazine-1-carboxylic acid tert-butyl ester). Yield: 75.4%. Reaction SMILES: [C:1]([N:8]1[CH2:13][CH2:12][NH:11][CH2:10][CH2:9]1)([O:3][C:4]([CH3:7])([CH3:6])[CH3:5])=[O:2].[F:14][C:15]1[C:22]([F:23])=[C:21](F)[CH:20]=[CH:19][C:16]=1[C:17]#[N:18]>CC(N(C)C)=O>[C:4]([O:3][C:1]([N:8]1[CH2:9][CH2:10][N:11]([C:21]2[CH:20]=[CH:19][C:16]([C:17]#[N:18])=[C:15]([F:14])[C:22]=2[F:23])[CH2:12][CH2:13]1)=[O:2])([CH3:7])([CH3:6])[CH3:5]. Reported procedure: To a solution of N-Boc-Piperazine (0.65 g) in DMA (20 mL) was slowly added a solution of 2,3,4-trifluorobenzonitrile (0.49 g) in DMA (10 mL). The reaction mixture was stirred for 2 hours at 80° C. After such time the solvent was removed in vacuo and purified by column chromatography (SiO2) to yield the title compound as white solid (0.76 g). Starting materials: CCOC(=O)CCCCBr, O=C([O-])[O-], COC(=O)CCc1c(O)cccc1OCCCCCO, CS(C)=O, [K+], [K+]. The product is CCOC(=O)CCCCOc1cccc(OCCCCCO)c1CCC(=O)OC. Reaction SMILES: [Br:21][CH2:22][CH2:23][CH2:24][CH2:25][C:26](=[O:27])[O:28][CH2:29][CH3:30].[C:31](=[O:32])([O-:33])[O-:34].[CH3:1][O:2][C:3]([CH2:4][CH2:5][c:6]1[c:7]([OH:19])[cH:8][cH:9][cH:10][c:11]1[O:12][CH2:13][CH2:14][CH2:15][CH2:16][CH2:17][OH:18])=[O:20].[CH3:37][S:38](=[O:39])[CH3:40].[K+:35].[K+:36]>>[CH3:1][O:2][C:3]([CH2:4][CH2:5][c:6]1[c:7]([O:19][CH2:22][CH2:23][CH2:24][CH2:25][C:26](=[O:27])[O:28][CH2:29][CH3:30])[cH:8][cH:9][cH:10][c:11]1[O:12][CH2:13][CH2:14][CH2:15][CH2:16][CH2:17][OH:18])=[O:20]. Starting materials: COc1ccc(C2COc3cc(OC(C)=O)ccc3C2O)cc1, CCO, c1c[nH]cn1. Yields the product COc1ccc(C2COc3cc(O)ccc3C2O)cc1. RXN SMILES: [C:6](=[O:7])([CH3:8])[O:9][c:10]1[cH:11][cH:12][c:13]2[c:18]([cH:19]1)[O:17][CH2:16][CH:15]([c:20]1[cH:21][cH:22][c:23]([O:26][CH3:27])[cH:24][cH:25]1)[CH:14]2[OH:28].[CH3:29][CH2:30][OH:31].[nH:1]1[cH:2][cH:3][n:4][cH:5]1>>[OH:9][c:10]1[cH:11][cH:12][c:13]2[c:18]([cH:19]1)[O:17][CH2:16][CH:15]([c:20]1[cH:21][cH:22][c:23]([O:26][CH3:27])[cH:24][cH:25]1)[CH:14]2[OH:28]. Reactants: C1(=CC=CC=C1)CNC(=O)N[C@@H](C(C)C)C(=O)N[C@@H](C)C(=O)OC (PhCH2NHCOValAlaOCH3), [Li+].[OH-] (LiOH). Yields the product C1(=CC=CC=C1)CNC(=O)N[C@@H](C(C)C)C(=O)N[C@@H](C)C(=O)O (PhCH2NHCOValAlaOH). RXN SMILES: [C:1]1([CH2:7][NH:8][C:9]([NH:11][C@H:12]([C:16]([NH:18][C@H:19]([C:21]([O:23]C)=[O:22])[CH3:20])=[O:17])[CH:13]([CH3:15])[CH3:14])=[O:10])[CH:6]=[CH:5][CH:4]=[CH:3][CH:2]=1.[Li+].[OH-]>>[C:1]1([CH2:7][NH:8][C:9]([NH:11][C@H:12]([C:16]([NH:18][C@H:19]([C:21]([OH:23])=[O:22])[CH3:20])=[O:17])[CH:13]([CH3:15])[CH3:14])=[O:10])[CH:6]=[CH:5][CH:4]=[CH:3][CH:2]=1 |f:1.2|. Procedure details: By the same procedure used to prepare the title compound of Example 1C, PhCH2NHCOValAlaOCH3 (671 mg, 2.00 mmole) and LiOH.OH (168 mg, 4.00 mmole) in 10% aqueous CH3OH (20 mL) gave after quenching with sulfonic acid ion exchange resin (18.0 g, 40 meq) 658 mg (100%) of pure product as an off-white flaky solid. Recyrstallization of a portion from ethyl acetate/CH3OH gave an analytical sample as very fine white crystals: mp 205°-206° C.; 1H NMR (DMSO-d6) δ 0.79 (d, J=6.8 Hz, 3H), 0.86 (d, J=6.7 Hz, ... The reactants are Cl, CCOC(=O)c1nn(C(C)C)c2ccc(F)cc12, [Na+], C1CCOC1, [OH-]. Yields the product CC(C)n1nc(C(=O)O)c2cc(F)ccc21. As a reaction SMILES: [ClH:21].[F:1][c:2]1[cH:3][c:4]2[c:5]([C:14](=[O:15])[O:16][CH2:17][CH3:18])[n:6][n:7]([CH:11]([CH3:12])[CH3:13])[c:8]2[cH:9][cH:10]1.[Na+:20].[O:22]1[CH2:23][CH2:24][CH2:25][CH2:26]1.[OH-:19]>>[F:1][c:2]1[cH:3][c:4]2[c:5]([C:14](=[O:15])[OH:16])[n:6][n:7]([CH:11]([CH3:12])[CH3:13])[c:8]2[cH:9][cH:10]1.